This data is from the Open Reaction Database (ORD), a public repository of structured organic reaction records. The task is: describe an organic reaction: reactants, conditions, products, and yield Starting materials: C(CC(=O)O)(=O)O (Malonic acid), BrC1=CC=C(S1)C=O (5-bromothiophene-2-carbaldehyde), N1CCCCC1 (piperidine). The solvent is N1=CC=CC=C1 (pyridine). Reaction conditions: temperature 100 celsius. Product: BrC1=CC=C(S1)/C=C/C(=O)O ((2E)-3-(5-Bromothien-2-yl) Acrylic Acid). RXN SMILES: [C:1](O)(=O)[CH2:2][C:3]([OH:5])=[O:4].[Br:8][C:9]1[S:13][C:12](C=O)=[CH:11][CH:10]=1.N1CCCCC1>N1C=CC=CC=1>[Br:8][C:9]1[S:13][C:12](/[CH:1]=[CH:2]/[C:3]([OH:5])=[O:4])=[CH:11][CH:10]=1. Reported procedure: Malonic acid (44.40 g, 426.7 mmol) was added to a mixture of 5-bromothiophene-2-carbaldehyde (50 g, 261.7 mmol), piperidine (2.84 mL) and pyridine (150 mL). The mixture was refluxed for 1 h at 80° C. and than at 100° C. over night. The volatiles were evaporated and the residue was dissolved in water and acidified with hydrochloric acid (pH 2). The crude product was crystallized in ethanol. Yield: 55.24 g (90.5%). 1H NMR (270 MHz, CH3OH-d4) δ ppm 6.14 (d, J=15.83 Hz, 1H) 7.11-7.16 (m, 2H) 7.68 (d... Starting materials: [OH-].[Na+] (NaOH), C(C(=O)C)(=O)[O-].[Na+] (sodium pyruvate), NC1=C(SC=C1)C=O (3-amino-2-formylthiophene). Run in CCO (EtOH). Reaction conditions: temperature 60 celsius. The product is S1C=CC2=NC(=CC=C21)C(=O)O (Thieno[3,2-b]pyridine-5-carboxylic acid). Yield: 71.5%. As a reaction SMILES: [NH2:1][C:2]1[CH:6]=[CH:5][S:4][C:3]=1[CH:7]=O.[OH-].[Na+].[C:11]([O-:16])(=[O:15])[C:12]([CH3:14])=O.[Na+]>CCO>[S:4]1[C:3]2[C:2](=[N:1][C:12]([C:11]([OH:16])=[O:15])=[CH:14][CH:7]=2)[CH:6]=[CH:5]1 |f:1.2,3.4|. Procedure: To a solution of 3-amino-2-formylthiophene (10 g, 78 mmol) in EtOH (50 mL) was added a mixture of aqueous NaOH (50 mL, 5%) and sodium pyruvate (17.16 g, 156 mmol). The mixture was heated to 60° C. for 2 hr. The mixture was cooled and washed with Et2O: EtOAc 1:1 and then acidified with 1 N HCl to pH 3 at 0° C. The mixture was filtered and the solid was air dried to give 10 g (71%) of the title compound. Starting materials: S(=O)(Cl)Cl (thionyl chloride), FC1=C(C(=C(C(=C1C(C(=O)O)C)F)F)F)F ((-)-2-(pentafluorophenyl)propionic acid). Run at temperature 80 celsius, time 10 hour. The product is FC1=C(C(=C(C(=C1C(C(=O)Cl)C)F)F)F)F ((-)-2-(pentafluorophenyl)propionyl chloride). RXN SMILES: S(Cl)([Cl:3])=O.[F:5][C:6]1[C:11]([CH:12]([CH3:16])[C:13](O)=[O:14])=[C:10]([F:17])[C:9]([F:18])=[C:8]([F:19])[C:7]=1[F:20]>>[F:5][C:6]1[C:11]([CH:12]([CH3:16])[C:13]([Cl:3])=[O:14])=[C:10]([F:17])[C:9]([F:18])=[C:8]([F:19])[C:7]=1[F:20]. Reported procedure: A mixture of 4.8 ml of thionyl chloride and 8.10 g of (-)-2-(pentafluorophenyl)propionic acid obtained in Example 4 was stirred for 10 hours at 80° C. Excess thionyl chloride was distilled off under reduced pressure, and the subsequent distillation under reduced pressure gave 6.61 g of (-)-2-(pentafluorophenyl)propionyl chloride having the aforementioned physical properties.